From a dataset of the Open Reaction Database (ORD), a public repository of structured organic reaction records. describe an organic reaction: reactants, conditions, products, and yield Reactants: COC(C)(C)C, Cc1nocc1C(=O)O, CC#N, CN(C)C=O, O=C(Cl)C(=O)Cl, COc1ccc(Cl)c(-c2ccc(N)nc2N)c1, ClCCl, Cc1cccc(C)n1. Yields the product COc1ccc(Cl)c(-c2ccc(NC(=O)c3conc3C)nc2N)c1. RXN SMILES: [C:47]([O:48][CH3:49])([CH3:50])([CH3:51])[CH3:52].[CH3:1][c:2]1[n:3][o:4][cH:5][c:6]1[C:7](=[O:8])[OH:9].[CH3:44][C:45]#[N:46].[CH3:53][N:54]([CH3:55])[CH:56]=[O:57].[Cl:10][C:11]([C:12]([Cl:13])=[O:14])=[O:15].[Cl:16][c:17]1[c:18](-[c:25]2[c:26]([NH2:32])[n:27][c:28]([NH2:31])[cH:29][cH:30]2)[cH:19][c:20]([O:23][CH3:24])[cH:21][cH:22]1.[Cl:41][CH2:42][Cl:43].[n:33]1[c:34]([CH3:35])[cH:36][cH:37][cH:38][c:39]1[CH3:40]>>[CH3:1][c:2]1[n:3][o:4][cH:5][c:6]1[C:7](=[O:9])[NH:31][c:28]1[n:27][c:26]([NH2:32])[c:25](-[c:18]2[c:17]([Cl:16])[cH:22][cH:21][c:20]([O:23][CH3:24])[cH:19]2)[cH:30][cH:29]1.